This data is from the Open Reaction Database (ORD), a public repository of structured organic reaction records. The task is: describe an organic reaction: reactants, conditions, products, and yield Reactants: [H-].[Na+] (sodium hydride), COCC1=CC=C(C(=O)NC2=C(C=CC=C2)OC)C=C1 (4-methoxymethyl-N-(2-methoxyphenyl)benzamide), Cl.ClCCN1CCC(CC1)C(C1=CC=C(C=C1)F)=O (1-(2-chloroethyl)-4-(4-fluorobenzoyl)piperidine hydrochloride), [I-].[Na+] (sodium iodide). Run in CN(C)C=O (DMF). Reaction conditions: time 10 minute. The product is FC1=CC=C(C(=O)C2CCN(CC2)CCN(C(C2=CC=C(C=C2)COC)=O)C2=C(C=CC=C2)OC)C=C1 (N-{2-[4-(4-fluorobenzoyl)piperidino]ethyl}-4-methoxymethyl-N-(2-methoxyphenyl)benzamide). Yield: 54.7%. As a reaction SMILES: [CH3:1][O:2][CH2:3][C:4]1[CH:20]=[CH:19][C:7]([C:8]([NH:10][C:11]2[CH:16]=[CH:15][CH:14]=[CH:13][C:12]=2[O:17][CH3:18])=[O:9])=[CH:6][CH:5]=1.Cl.Cl[CH2:23][CH2:24][N:25]1[CH2:30][CH2:29][CH:28]([C:31](=[O:39])[C:32]2[CH:37]=[CH:36][C:35]([F:38])=[CH:34][CH:33]=2)[CH2:27][CH2:26]1.[I-].[Na+].[H-].[Na+]>CN(C=O)C>[F:38][C:35]1[CH:34]=[CH:33][C:32]([C:31]([CH:28]2[CH2:29][CH2:30][N:25]([CH2:24][CH2:23][N:10]([C:11]3[CH:16]=[CH:15][CH:14]=[CH:13][C:12]=3[O:17][CH3:18])[C:8](=[O:9])[C:7]3[CH:6]=[CH:5][C:4]([CH2:3][O:2][CH3:1])=[CH:20][CH:19]=3)[CH2:26][CH2:27]2)=[O:39])=[CH:37][CH:36]=1 |f:1.2,3.4,5.6|. Procedure: In an atmosphere of argon, 4-methoxymethyl-N-(2-methoxyphenyl)benzamide (126 mg, 0.464 mmol), 1-(2-chloroethyl)-4-(4-fluorobenzoyl)piperidine hydrochloride (157 mg, 0.511 mmol) and sodium iodide (154 mg, 1.02 mmol) were dissolved in DMF (3 ml) to which was subsequently added sodium hydride (40 mg, 60%, 1.0 mmol) at room temperature. After stirring at room temperature for 10 minutes and then at 60° C. for 3.5 hours, DMF was removed by evaporation. The resulting residue was diluted with water (10 ... Reactants: OC(C(C)C)(C=1N=CN(C1)C(C1=CC=CC=C1)(C1=CC=CC=C1)C1=CC=CC=C1)C=1C=C2C=CC(=CC2=CC1)C(=O)OC (methyl 6-(1-hydroxy-2-methyl-1-(1-trityl-1H-imidazol-4-yl)propyl)-2-naphthoate), OC(C(C)C)(C=1N=CN(C1)C(C1=CC=CC=C1)(C1=CC=CC=C1)C1=CC=CC=C1)C=1C=C2C=CC(=CC2=CC1)C(=O)O (6-(1-hydroxy-2-methyl-1-(1-trityl-1H-imidazol-4-yl)propyl)-2-naphthoic acid), C1(CCCCC1)N (cyclohexylamine). The product is C1(CCCCC1)NC(=O)C1=CC2=CC=C(C=C2C=C1)C(C(C)C)(C=1N=CNC1)O (N-Cyclohexyl-6-[1-hydroxy-1-(1H-imidazol-4-yl)-2-methylpropyl)-2-naphthamide). RXN SMILES: [OH:1][C:2]([C:30]1[CH:31]=[C:32]2[C:37](=[CH:38][CH:39]=1)[CH:36]=[C:35]([C:40](OC)=[O:41])[CH:34]=[CH:33]2)([C:6]1[N:7]=[CH:8][N:9](C(C2C=CC=CC=2)(C2C=CC=CC=2)C2C=CC=CC=2)[CH:10]=1)[CH:3]([CH3:5])[CH3:4].OC(C1C=C2C(=CC=1)C=C(C(O)=O)C=C2)(C1N=CN(C(C2C=CC=CC=2)(C2C=CC=CC=2)C2C=CC=CC=2)C=1)C(C)C.[CH:86]1([NH2:92])[CH2:91][CH2:90][CH2:89][CH2:88][CH2:87]1>>[CH:86]1([NH:92][C:40]([C:35]2[CH:34]=[CH:33][C:32]3[C:37](=[CH:38][CH:39]=[C:30]([C:2]([OH:1])([C:6]4[N:7]=[CH:8][NH:9][CH:10]=4)[CH:3]([CH3:4])[CH3:5])[CH:31]=3)[CH:36]=2)=[O:41])[CH2:91][CH2:90][CH2:89][CH2:88][CH2:87]1. Procedure: In a manner to that described in Example 9-(i), methyl 6-(1-hydroxy-2-methyl-1-(1-trityl-1H-imidazol-4-yl)propyl)-2-naphthoate (2.83 g) was converted to 6-(1-hydroxy-2-methyl-1-(1-trityl-1H-imidazol-4-yl)propyl)-2-naphthoic acid, which was reacted with cyclohexylamine (0.18 mL) in a similar manner as described in Example 24-(i) to give the titled compound (598 mg) as a colorless powder. Yield: 48.9%. As a reaction SMILES: C(O)[C@H]1O[C@H](O[C@]2(CO)O[C@H](CO)[C@@H](O)[C@@H]2O)[C@H](O)[C@@H](O)[C@@H]1O.O.[CH3:25][C:26]1([CH3:39])[O:31][C:30](=[O:32])[CH:29]=[C:28]([CH2:33][CH2:34][CH2:35][C:36](=[O:38])[CH3:37])[O:27]1>C(OCC)(=O)C>[CH3:39][C:26]1([CH3:25])[O:31][C:30](=[O:32])[CH:29]=[C:28]([CH2:33][CH2:34][CH2:35][CH:36]([OH:38])[CH3:37])[O:27]1. Reaction conditions: temperature 32 celsius, time 30 minute. The product is CC1(OC(=CC(O1)=O)CCCC(C)O)C ((-)-2,2-dimethyl-6-(4-hydroxypentyl)-1,3-dioxin-4-one). Run in C(C)(=O)OCC (ethyl acetate). Starting materials: C([C@@H]1[C@H]([C@@H]([C@H]([C@H](O1)O[C@]2([C@H]([C@@H]([C@H](O2)CO)O)O)CO)O)O)O)O (saccharose), C([C@@H]1[C@H]([C@@H]([C@H]([C@H](O1)O[C@]2([C@H]([C@@H]([C@H](O2)CO)O)O)CO)O)O)O)O (saccharose), O (water), CC1(OC(=CC(O1)=O)CCCC(C)=O)C (2,2-dimethyl-6-(4-oxopentyl)-1,3-dioxin-4-one). Procedure: 30 g of baker's yeast (made by Oriental Yeast Co., Ltd.) and 15 g of saccharose were added in 30 ml of tap water, and the solution was then stirred at 32° C. for 30 minutes. Afterward, 300 mg of 2,2-dimethyl-6-(4-oxopentyl)-1,3-dioxin-4-one were added thereto, and the solution was then stirred overnight at the same temperature. 7.5 g of saccharose were further added thereto, followed by stirring overnight. Water of the reaction solution was then distilled off under reduced pressure, and the resu...